This data is from the Open Reaction Database (ORD), a public repository of structured organic reaction records. The task is: describe an organic reaction: reactants, conditions, products, and yield Starting materials: CC(C(=O)OCC)=CC1=CC=CC=C1 (ethyl 2-methyl-3-phenylacrylate). Reagents/catalysts: [Ir] (iridium). Run in C(Cl)Cl (CH2Cl2). Yields the product CC(C(=O)OCC)CC1=CC=CC=C1 ((+)-Ethyl 2-methyl-3-phenylpropanoate). Isolated yield 86.7%. Reaction SMILES: [CH3:1][C:2](=[CH:8][C:9]1[CH:14]=[CH:13][CH:12]=[CH:11][CH:10]=1)[C:3]([O:5][CH2:6][CH3:7])=[O:4]>[Ir].C(Cl)Cl>[CH3:1][CH:2]([CH2:8][C:9]1[CH:10]=[CH:11][CH:12]=[CH:13][CH:14]=1)[C:3]([O:5][CH2:6][CH3:7])=[O:4]. Procedure details: According to the general procedure, a solution of ethyl 2-methyl-3-phenylacrylate (34 mg, 0.18 mmol) and iridium catalyst (S)-32 (5.7 mg, 0.0036 mmol, 2.0 mol %) in CH2Cl2 (1.8 mL) was hydrogenated. Removal of the solvent in vacuo and standard purification gave 36 (30 mg, 88%) as a colorless oil. [α]20D +28.4 (c 1.0, CHCl3); CSP HPLC analysis (Chiralcel OB-H; eluent: 99.5:0.5 hexanes/i-PrOH, 0.5 mL/min) determined a 91:9 er (82% ee) [tR(minor) 8.52 min, tR(major) 10.10 min]; 1H NMR (300 MHz, CDC... Run in Cl (hydrochloric acid), [OH-].[Na+] (sodium hydroxide). Run at time 1 hour. Procedure details: A solution of 10 g (47,3 mmol) 6-amino-7-chloro-2,3-dihydroxyquinoxaline in 200 ml 0,5N sodium hydroxide was ice-cooled, and then 30 ml (0,36 mmol) ethyl chloroformate was added. Stirring was continued at 0° C. for 1 h and at 25° C. for 1 h. To the reaction mixture was added IN hydrochloric acid to pH 2-3, and the precipitated product was filtered off and washed with water to give 12 g of a crude product. Recrystallization (dimethylsulfoxide-0,5N hydrochloric acid) gave 10 g (75%) 6-chloro-7-eth... The yield is 9792.4%. Yields the product ClC=1C=C2N=C(C(=NC2=CC1NC(=O)OCC)O)O (6-chloro-7-ethoxycarbonylamino-2,3-dihydroxyquinoxaline). Starting materials: NC=1C=C2N=C(C(=NC2=CC1Cl)O)O (6-amino-7-chloro-2,3-dihydroxyquinoxaline), ClC(=O)OCC (ethyl chloroformate). Reaction SMILES: [NH2:1][C:2]1[CH:3]=[C:4]2[C:9](=[CH:10][C:11]=1[Cl:12])[N:8]=[C:7]([OH:13])[C:6]([OH:14])=[N:5]2.Cl[C:16]([O:18][CH2:19][CH3:20])=[O:17]>[OH-].[Na+].Cl>[Cl:12][C:11]1[CH:10]=[C:9]2[C:4](=[CH:3][C:2]=1[NH:1][C:16]([O:18][CH2:19][CH3:20])=[O:17])[N:5]=[C:6]([OH:14])[C:7]([OH:13])=[N:8]2 |f:2.3|.